This data is from the Open Reaction Database (ORD), a public repository of structured organic reaction records. The task is: describe an organic reaction: reactants, conditions, products, and yield The reactants are BrCc1ccccc1, CCO, OCc1c(O)cccc1Cl, [Na+], [OH-]. Product: OCc1c(Cl)cccc1OCc1ccccc1. RXN SMILES: [Br:13][CH2:14][c:15]1[cH:16][cH:17][cH:18][cH:19][cH:20]1.[CH3:21][CH2:22][OH:23].[Cl:1][c:2]1[c:3]([CH2:9][OH:10])[c:4]([OH:8])[cH:5][cH:6][cH:7]1.[Na+:12].[OH-:11]>>[Cl:1][c:2]1[c:3]([CH2:9][OH:10])[c:4]([O:8][CH2:14][c:15]2[cH:16][cH:17][cH:18][cH:19][cH:20]2)[cH:5][cH:6][cH:7]1. Reactants: ClC1=CC(=C(C(=O)O)C=C1)C (4-chloro-2-methylbenzoic acid), S(O)(O)(=O)=O (sulfuric acid), CO (methanol), [OH-].[Na+] (sodium hydroxide). Reaction conditions: temperature 70 celsius, time 3 hour. The product is ClC1=CC(=C(C(=O)OC)C=C1)C (methyl 4-chloro-2-methylbenzoate). RXN SMILES: [Cl:1][C:2]1[CH:10]=[CH:9][C:5]([C:6]([OH:8])=[O:7])=[C:4]([CH3:11])[CH:3]=1.S(=O)(=O)(O)O.[OH-].[Na+].[CH3:19]O>>[Cl:1][C:2]1[CH:10]=[CH:9][C:5]([C:6]([O:8][CH3:19])=[O:7])=[C:4]([CH3:11])[CH:3]=1 |f:2.3|. Procedure: (Step 1) To a solution of 4-chloro-2-methylbenzoic acid (5.0 g) in methanol (40 ml) was added concentrated sulfuric acid at room temperature. The mixture was stirred at 70° C. for 3 hr, neutralized with 1N sodium hydroxide, and extracted with ethyl acetate. The organic layer was washed with saturated brine, dried over magnesium sulfate, and filtered. The solvent was evaporated under reduced pressure. The residue was purified by silica gel chromatography (ethyl acetate:hexane=1:19→3:7) to give me... Starting materials: CCOC(CN1C(=O)C(CC(=O)O)(NC(=O)Nc2ccc(CO)cc2)c2ccccc21)OCC, CCN=C=NCCCN(C)C, Cl, Cc1ccc(N)cc1. Product: CCOC(CN1C(=O)C(CC(=O)Nc2ccc(C)cc2)(NC(=O)Nc2ccc(CO)cc2)c2ccccc21)OCC. As a reaction SMILES: [CH2:1]([CH3:2])[O:3][CH:4]([CH2:5][N:6]1[C:7](=[O:31])[C:8]([NH:15][C:16](=[O:17])[NH:18][c:19]2[cH:20][cH:21][c:22]([CH2:25][OH:26])[cH:23][cH:24]2)([CH2:27][C:28](=[O:29])[OH:30])[c:9]2[cH:10][cH:11][cH:12][cH:13][c:14]21)[O:32][CH2:33][CH3:34].[CH2:36]([N:37]=[C:38]=[N:39][CH2:40][CH2:41][CH2:42][N:43]([CH3:44])[CH3:45])[CH3:46].[ClH:35].[NH2:47][c:48]1[cH:49][cH:50][c:51]([CH3:54])[cH:52][cH:53]1>>[CH2:1]([CH3:2])[O:3][CH:4]([CH2:5][N:6]1[C:7](=[O:31])[C:8]([NH:15][C:16](=[O:17])[NH:18][c:19]2[cH:20][cH:21][c:22]([CH2:25][OH:26])[cH:23][cH:24]2)([CH2:27][C:28](=[O:29])[NH:47][c:48]2[cH:49][cH:50][c:51]([CH3:54])[cH:52][cH:53]2)[c:9]2[cH:10][cH:11][cH:12][cH:13][c:14]21)[O:32][CH2:33][CH3:34]. Starting materials: CCO, CS(=O)(=O)c1ccc(-c2ccc(OCC3CCN(C(=O)Oc4ccc([N+](=O)[O-])cc4)CC3)cn2)cc1, NN. Product: CS(=O)(=O)c1ccc(-c2ccc(OCC3CCN(C(=O)NN)CC3)cn2)cc1. RXN SMILES: [CH3:39][CH2:40][OH:41].[CH3:3][S:4](=[O:5])(=[O:6])[c:7]1[cH:8][cH:9][c:10](-[c:13]2[cH:14][cH:15][c:16]([O:19][CH2:20][CH:21]3[CH2:22][CH2:23][N:24]([C:27]([O:29][c:28]4[cH:30][cH:31][c:32]([N+:33]([O-:34])=[O:35])[cH:36][cH:37]4)=[O:38])[CH2:25][CH2:26]3)[cH:17][n:18]2)[cH:11][cH:12]1.[NH2:1][NH2:2]>>[NH:1]([NH2:2])[C:27]([N:24]1[CH2:23][CH2:22][CH:21]([CH2:20][O:19][c:16]2[cH:15][cH:14][c:13](-[c:10]3[cH:9][cH:8][c:7]([S:4]([CH3:3])(=[O:5])=[O:6])[cH:12][cH:11]3)[n:18][cH:17]2)[CH2:26][CH2:25]1)=[O:29]. Reaction conditions: time 2 hour. RXN SMILES: C1CCC(N=C=NC2CCCCC2)CC1.[OH:16][C:17]1[CH:22]=[CH:21][C:20]([C:23]2[CH:28]=[CH:27][C:26]([OH:29])=[CH:25][CH:24]=2)=[CH:19][CH:18]=1.[C:30]([C@:32]([CH3:40])([CH2:36][CH2:37][CH2:38][CH3:39])[C:33](O)=[O:34])#[N:31]>C(Cl)Cl.CN(C)C1C=CN=CC=1>[C:30]([C:32]([CH3:40])([CH2:36][CH2:37][CH2:38][CH3:39])[C:33]([O:16][C:17]1[CH:18]=[CH:19][C:20]([C:23]2[CH:28]=[CH:27][C:26]([OH:29])=[CH:25][CH:24]=2)=[CH:21][CH:22]=1)=[O:34])#[N:31]. Reagents/catalysts: CN(C1=CC=NC=C1)C (4-dimethylaminopyridine). The solvent is C(Cl)Cl (CH2Cl2), C(Cl)Cl (CH2Cl2). Reported procedure: a solution of 22.7 g of DCCI in 20 ml of CH2Cl2 is added at 0° to a mixture of 18.6 g of 4,4'-dihydroxy-1,1'-biphenyl, 15.5 g of (S)-2-cyano-2-methylhexanoic acid, 1.2 g of 4-dimethylaminopyridine and 100 ml of CH2Cl2, and the mixture is stirred at room temperature for 2 hours. The precipitate is filtered off with suction, the filtrate is concentrated and chromatography over silica gel gives 4'-(2-cyano-2-methylhexanoyloxy)-4-hydroxy-1,1'-biphenyl (optically active). Product: C(#N)C(C(=O)OC1=CC=C(C=C1)C1=CC=C(C=C1)O)(CCCC)C (4'-(2-cyano-2-methylhexanoyloxy)-4-hydroxy-1,1'-biphenyl). Starting materials: C1CCC(CC1)N=C=NC2CCCCC2 (DCCI), OC1=CC=C(C=C1)C1=CC=C(C=C1)O (4,4'-dihydroxy-1,1'-biphenyl), C(#N)[C@@](C(=O)O)(CCCC)C ((S)-2-cyano-2-methylhexanoic acid). The reactants are CC(CC(C1=C(C=CC=C1)N1CCCCC1)N)C (racemic 3-methyl-1-(2-piperidino-phenyl)-1-butylamine), C(C)(=O)N[C@@H](CCC(=O)O)C(=O)O (N-acetyl-L-glutamic acid), CO (methanol). Solvent: CC(=O)C (aceton). Yields the product CC(C[C@@H](C1=C(C=CC=C1)N1CCCCC1)N)C ((S)-3-Methyl-1-(2-piperidino-phenyl)-1-butylamine). As a reaction SMILES: [CH3:1][CH:2]([CH3:18])[CH2:3][CH:4]([NH2:17])[C:5]1[CH:10]=[CH:9][CH:8]=[CH:7][C:6]=1[N:11]1[CH2:16][CH2:15][CH2:14][CH2:13][CH2:12]1.C(N[C@H](C(O)=O)CCC(O)=O)(=O)C.CO>CC(C)=O>[CH3:1][CH:2]([CH3:18])[CH2:3][C@H:4]([NH2:17])[C:5]1[CH:10]=[CH:9][CH:8]=[CH:7][C:6]=1[N:11]1[CH2:16][CH2:15][CH2:14][CH2:13][CH2:12]1. Procedure: Equimolar quantities of racemic 3-methyl-1-(2-piperidino-phenyl)-1-butylamine and of N-acetyl-L-glutamic acid were refluxed in aceton, whereby methanol was added in such an amount to yield a clear solution. The reactants are Cl (HCl), [Li]CCCC (n-BuLi), IC1=NC=CC=C1 (2-iodopyridine), ClC=1C=C(\C=N\S(=O)C(C)(C)C)C=CC1Cl ((E)-N-(3,4-dichlorobenzylidene)-2-methylpropane-2-sulfinamide). Solvent: CCOCC (ether), C1CCOC1 (THF), CO (MeOH). Run at temperature -100 celsius, time 15 minute. Product: Cl.ClC=1C=C(C=CC1Cl)C(N)C1=NC=CC=C1 ((3,4-dichlorophenyl)(pyridin-2-yl)-methanamine hydrochloride). As a reaction SMILES: I[C:2]1[CH:7]=[CH:6][CH:5]=[CH:4][N:3]=1.[Li]CCCC.[Cl:13][C:14]1[CH:15]=[C:16]([CH:25]=[CH:26][C:27]=1[Cl:28])/[CH:17]=[N:18]/S(C(C)(C)C)=O.Cl>CCOCC.CO.C1COCC1>[ClH:13].[Cl:13][C:14]1[CH:15]=[C:16]([CH:17]([C:2]2[CH:7]=[CH:6][CH:5]=[CH:4][N:3]=2)[NH2:18])[CH:25]=[CH:26][C:27]=1[Cl:28] |f:7.8|. Procedure: A 250-mL round-bottomed flask was charged with 2-iodopyridine (1.0 g, 4.88 mmol) and 50 mL of THF. The resulting mixture was cooled to −100° C. and then n-BuLi (2.5 M in hexanes, 5.3 mL, 13 mmol) was added at such a rate that the internal temp did not rise above −97° C. After 15 min at −100° C., (E)-N-(3,4-dichlorobenzylidene)-2-methylpropane-2-sulfinamide (1.36 g, 4.88 mmol) was added and stirring was continued for 1 h at −100° C. 30 mL of 1M HCl in ether was added, and the mixture was allowed ... The reactants are BrC1=C(C=C(C=C1)S(=O)(=O)Cl)F (4-Bromo-3-fluoro-benzenesulfonyl chloride), C1(CC1)CN (cyclopropylmethylamine). Run in ClCCl (dichloromethane). Yields the product BrC1=C(C=C(C=C1)S(=O)(=O)NCC1CC1)F (4-bromo-N-(cyclopropylmethyl)-3-fluorobenzenesulfonamide). Isolated yield 55.6%. Reaction SMILES: [Br:1][C:2]1[CH:7]=[CH:6][C:5]([S:8](Cl)(=[O:10])=[O:9])=[CH:4][C:3]=1[F:12].[CH:13]1([CH2:16][NH2:17])[CH2:15][CH2:14]1>ClCCl>[Br:1][C:2]1[CH:7]=[CH:6][C:5]([S:8]([NH:17][CH2:16][CH:13]2[CH2:15][CH2:14]2)(=[O:10])=[O:9])=[CH:4][C:3]=1[F:12]. Procedure: According to general procedure C, 4-Bromo-3-fluoro-benzenesulfonyl chloride (0.40 g, 1.46 mmol) and cyclopropylmethylamine (0.32 mL, 3.65 mmol) were stirred together with dry dichloromethane (5 mL) for 16 hours. 4-bromo-N-(cyclopropylmethyl)-3-fluorobenzenesulfonamide (0.25 g, 55%) was provided after purification. HRMS: calcd for C10H11BrFNO2S−H+, 305.96051; found (ESI, [M−H]−), 305.9603. HPLC purity 100.0% at 210-370 nm, 10.5 min.; the Xterra® RP18 column, 3.5μ, 150×4.6 mm column, 1.2 mL/min., ... Starting materials: N1=CC=CC=C1 (pyridine), C(C#C)SC1=NNC=N1 (3-(2-propynylthio)-1H-1,2,4-triazole), C(C)N(C(=O)Cl)CC (diethylcarbamyl chloride). Solvent: O (water). Reaction conditions: time 3 day. Product: C(C)N(C(=O)N1N=C(N=C1)SCC#C)CC (N,N-diethyl-3-(2-propynylthio)-1H-1,2,4-triazol-1-carboxamide). RXN SMILES: N1C=CC=CC=1.[CH2:7]([S:10][C:11]1[N:15]=[CH:14][NH:13][N:12]=1)[C:8]#[CH:9].[CH2:16]([N:18]([CH2:22][CH3:23])[C:19](Cl)=[O:20])[CH3:17]>O>[CH2:16]([N:18]([CH2:22][CH3:23])[C:19]([N:13]1[CH:14]=[N:15][C:11]([S:10][CH2:7][C:8]#[CH:9])=[N:12]1)=[O:20])[CH3:17]. Procedure details: To 31.5 ml of pyridine was added 5.56 g of 3-(2-propynylthio)-1H-1,2,4-triazole and then 6.3 ml of diethylcarbamyl chloride. The resulting mixture was stirred under nitrogen at ambient temperature for 3 days and was then poured into 350 ml of cold water with agitation. The precipitate was collected by filtration, washed with water air dried and then dried in oven to give 8.1 g of the title compound as a solid. m.p. 67°-69° C. NMR (CDCl3): 1.3 (t, 6H); 2,21 (t. 1H); 3.62 (m, 4H); 3.88 (d, 2H); 8.... Starting materials: CN(C)C=O, Cc1ccccc1, O=C(O)c1cc(F)c(Cl)nc1Cl, O=S(Cl)Cl. Product: NC(=O)c1cc(F)c(Cl)nc1Cl. As a reaction SMILES: [CH3:17][N:18]([CH3:19])[CH:20]=[O:21].[CH3:22][c:23]1[cH:24][cH:25][cH:26][cH:27][cH:28]1.[Cl:1][c:2]1[c:3]([C:4](=[O:5])[OH:6])[cH:7][c:8]([F:12])[c:9]([Cl:11])[n:10]1.[S:13]([Cl:14])([Cl:15])=[O:16]>>[Cl:1][c:2]1[c:3]([C:4](=[O:5])[NH2:18])[cH:7][c:8]([F:12])[c:9]([Cl:11])[n:10]1.